From a dataset of the Open Reaction Database (ORD), a public repository of structured organic reaction records. describe an organic reaction: reactants, conditions, products, and yield Reactants: O=C([O-])[O-], CN(C)C=O, BrC1CCCCC1, [K+], [K+], CCOC(=O)C(=NO)C(C)=O. Yields the product CCOC(=O)C(=NOC1CCCCC1)C(C)=O. As a reaction SMILES: [C:12](=[O:13])([O-:14])[O-:15].[CH3:25][N:26]([CH3:27])[CH:28]=[O:29].[CH:18]1([Br:24])[CH2:19][CH2:20][CH2:21][CH2:22][CH2:23]1.[K+:16].[K+:17].[OH:1][N:2]=[C:3]([C:4](=[O:5])[O:6][CH2:7][CH3:8])[C:9]([CH3:10])=[O:11]>>[O:1]([N:2]=[C:3]([C:4](=[O:5])[O:6][CH2:7][CH3:8])[C:9]([CH3:10])=[O:11])[CH:18]1[CH2:19][CH2:20][CH2:21][CH2:22][CH2:23]1. The reactants are C (charcoal), C(C)(=O)NCC1=CC=C2C(C(=CN3C(CCC1=C23)C)C(=O)OCC)=O (ethyl 8-acetamidomethyl-6,7-dihydro-5-methyl-1-oxo-1H,5H-benzo[ij]quinolizine-2-carboxylate), Cl (hydrochloric acid), C(C)(=O)[O-].[Na+] (sodium acetate). The solvent is O (water). Yields the product O.NCC1=CC=C2C(C(=CN3C(CCC1=C23)C)C(=O)O)=O (8-aminomethyl-6,7-dihydro-5-methyl-1-oxo-1H,5H-benzo[ij]quinolizine-2-carboxylic acid hydrate). RXN SMILES: C([NH:4][CH2:5][C:6]1[C:17]2=[C:18]3[N:13]([CH:14]([CH3:19])[CH2:15][CH2:16]2)[CH:12]=[C:11]([C:20]([O:22]CC)=[O:21])[C:10](=[O:25])[C:9]3=[CH:8][CH:7]=1)(=[O:3])C.Cl.C([O-])(=O)C.[Na+].C>O>[OH2:3].[NH2:4][CH2:5][C:6]1[C:17]2=[C:18]3[N:13]([CH:14]([CH3:19])[CH2:15][CH2:16]2)[CH:12]=[C:11]([C:20]([OH:22])=[O:21])[C:10](=[O:25])[C:9]3=[CH:8][CH:7]=1 |f:2.3,6.7|. Reported procedure: The product ethyl 8-acetamidomethyl-6,7-dihydro-5-methyl-1-oxo-1H,5H-benzo[ij]quinolizine-2-carboxylate (1.0 g) from Example 6 was mixed with 25 ml of 6 N hydrochloric acid, and the mixture was heated at reflux for two hours. The mixture was evaporated to dryness, and the residue was triturated with isopropyl alcohol. The solid obtained was dissolved in 20 ml of water. One gram of sodium acetate was added, and the mixture was treated with decolorizing charcoal and filtered. The volume of the sol...